The task is: describe an organic reaction: reactants, conditions, products, and yield. This data is from the Open Reaction Database (ORD), a public repository of structured organic reaction records. Reactants: CC(=CCCC(=O)OC)CCCC(CCCC(CCCC(C)C)C)C (methyl 5,9,13,17-tetramethyloctadec-4-enoate), O=C1C(O)=C(O)[C@H](O1)[C@@H](O)CO (ascorbic acid), O (water). The solvent is S(O)(O)(=O)=O (sulfuric acid). Conditions: time 24 hour. Product: CC(=CCCC(=O)OC=1C(=O)O[C@@H](C1O)[C@@H](O)CO)CCCC(CCCC(CCCC(C)C)C)C (mono-O-(5,9,13,17-tetramethyloctadec-4-enoyl)ascorbic acid). Reaction SMILES: [O:1]=[C:2]1[O:8][C@H:7]([C@H:9]([CH2:11][OH:12])[OH:10])[C:5]([OH:6])=[C:3]1[OH:4].[CH3:13][C:14]([CH2:22][CH2:23][CH2:24][CH:25]([CH3:37])[CH2:26][CH2:27][CH2:28][CH:29]([CH3:36])[CH2:30][CH2:31][CH2:32][CH:33]([CH3:35])[CH3:34])=[CH:15][CH2:16][CH2:17][C:18](OC)=[O:19].O>S(=O)(=O)(O)O>[CH3:13][C:14]([CH2:22][CH2:23][CH2:24][CH:25]([CH3:37])[CH2:26][CH2:27][CH2:28][CH:29]([CH3:36])[CH2:30][CH2:31][CH2:32][CH:33]([CH3:35])[CH3:34])=[CH:15][CH2:16][CH2:17][C:18]([O:4][C:3]1[C:2]([O:8][C@H:7]([C@H:9]([CH2:11][OH:12])[OH:10])[C:5]=1[OH:6])=[O:1])=[O:19]. Procedure: 0.50 g (2.8 mmol) of ascorbic acid was dissolved in concentrated sulfuric acid (14 mL). After addition of 1.0 g (2.8 mmol) of methyl 5,9,13,17-tetramethyloctadec-4-enoate, the mixture was stirred for 24 hours at room temperature. The reaction mixture was poured into iced water, and extracted with ethyl acetate. The extract was washed with water, 1M hydrochloric acid, saturated sodium bicarbonate aqueous solution, and saturated brine, successively, and dried over sodium sulfate. After filtration,... Reactants: C(C)(=O)O[C@H]1C[C@@H](CC2C=C[C@H]3[C@@H]4CC[C@H]([C@@H](CCCC(C)C)C)[C@]4(CC[C@@H]3[C@@]12C)C)OC(C)=O (1α,3β-diacetoxycholest-6-ene), mercuric bromide, C(C)(=O)[O-].[Na+] (sodium acetate). Run in C(C)(C)(C)O (tert-butanol). Yields the product C(C)(=O)O[C@H]1C[C@@H](CC2=CC([C@H]3[C@@H]4CC[C@H]([C@@H](CCCC(C)C)C)[C@]4(CC[C@@H]3[C@@]12C)C)=O)OC(C)=O (1α,3β-diacetoxycholest-5-en-7-one). The yield is 114.7%. Reaction SMILES: [C:1]([O:4][C@@H:5]1[C@@:29]2([CH3:30])[CH:9]([CH:10]=[CH:11][C@@H:12]3[C@@H:28]2[CH2:27][CH2:26][C@@:25]2([CH3:31])[C@H:13]3[CH2:14][CH2:15][C@@H:16]2[C@H:17]([CH3:24])[CH2:18][CH2:19][CH2:20][CH:21]([CH3:23])[CH3:22])[CH2:8][C@@H:7]([O:32][C:33](=[O:35])[CH3:34])[CH2:6]1)(=[O:3])[CH3:2].C([O-])(=[O:38])C.[Na+]>C(O)(C)(C)C>[C:1]([O:4][C@@H:5]1[C@@:29]2([CH3:30])[C:9](=[CH:10][C:11](=[O:38])[C@@H:12]3[C@@H:28]2[CH2:27][CH2:26][C@@:25]2([CH3:31])[C@H:13]3[CH2:14][CH2:15][C@@H:16]2[C@H:17]([CH3:24])[CH2:18][CH2:19][CH2:20][CH:21]([CH3:22])[CH3:23])[CH2:8][C@@H:7]([O:32][C:33](=[O:35])[CH3:34])[CH2:6]1)(=[O:3])[CH3:2] |f:1.2|. Procedure: A solution of 0.3 g of 1α,3β-diacetoxycholest-6-ene in 30 ml tert-butanol was treated with 0.3 g mercuric bromide and 0.03 g sodium acetate. The stirred mixture was irradiated with light of 254 nm wavelength at room temperature during 5 hours. After filtration and extraction with 300 ml hexane, there was obtained a quantity of 0.21 g of 1α,3β-diacetoxycholest-5-en-7-one. M.P. = 121°-122°C.